Dataset: the Open Reaction Database (ORD), a public repository of structured organic reaction records. Task: describe an organic reaction: reactants, conditions, products, and yield Starting materials: CS(=O)C (dimethylsulfoxide), [H-].[Na+] (sodium hydride), oil, ClC1=CC2=C(CC[C@@H](C[C@H]2O)N(C)C)C=C1 (trans 3-chloro-7-dimethylamino-6,7,8,9-tetrahydro-5H-benzocyclohepten-5-ol), ClC1=CC=C(C=C1)[N+](=O)[O-] (p-chloronitrobenzene). The solvent is O (water). Reaction conditions: temperature 60 celsius, time 30 minute. Yields the product Cl.CN([C@@H]1C[C@H](C2=C(CC1)C=CC(=C2)Cl)OC2=CC=C(C=C2)[N+](=O)[O-])C (trans N,N-dimethyl-3-chloro-5-[4-nitrophenoxy]-6,7,8,9-tetrahydro-5H-benzocyclohepten-7-amine hydrochloride). Isolated yield 183.5%. RXN SMILES: CS(C)=O.[H-].[Na+].[Cl:7][C:8]1[CH:22]=[CH:21][C:11]2[CH2:12][CH2:13][C@H:14]([N:18]([CH3:20])[CH3:19])[CH2:15][C@@H:16]([OH:17])[C:10]=2[CH:9]=1.Cl[C:24]1[CH:29]=[CH:28][C:27]([N+:30]([O-:32])=[O:31])=[CH:26][CH:25]=1>O>[ClH:7].[CH3:20][N:18]([CH3:19])[C@H:14]1[CH2:13][CH2:12][C:11]2[CH:21]=[CH:22][C:8]([Cl:7])=[CH:9][C:10]=2[C@H:16]([O:17][C:24]2[CH:29]=[CH:28][C:27]([N+:30]([O-:32])=[O:31])=[CH:26][CH:25]=2)[CH2:15]1 |f:1.2,6.7|. Reported procedure: 12 ml of anhydrous dimethylsulfoxide were added under nitrogen to 1.2 g of sodium hydride as a 50% oil dispersion and the mixture was stirred at 60° C. for 30 minutes and was then cooled to 25° C. 4.8 g of trans 3-chloro-7-dimethylamino-6,7,8,9-tetrahydro-5H-benzocyclohepten-5-ol were added thereto and the mixture was stirred for 15 minutes at 25° C. after which 6.3 g of p-chloronitrobenzene were added thereto. The mixture was stirred for one hour and 500 ml of water were added thereto. The mixt... The reactants are C1=CC(=CC=C1[N+](=O)[O-])O (p-nitrophenol), C1(CCCCC(=O)O1)=O (adipic anhydride). Solvent: C(C)(=O)OCC (ethyl acetate). Run at time 8 hour. The product is [N+](=O)([O-])C1=CC=C(C=C1)OC(CCCCC(=O)O)=O (Adipic acid mono-p-nitrophenyl ester). As a reaction SMILES: [CH:1]1[C:6]([N+:7]([O-:9])=[O:8])=[CH:5][CH:4]=[C:3]([OH:10])[CH:2]=1.[C:11]1(=[O:19])[O:18][C:16](=[O:17])[CH2:15][CH2:14][CH2:13][CH2:12]1>C(OCC)(=O)C>[N+:7]([C:6]1[CH:5]=[CH:4][C:3]([O:10][C:11](=[O:19])[CH2:12][CH2:13][CH2:14][CH2:15][C:16]([OH:18])=[O:17])=[CH:2][CH:1]=1)([O-:9])=[O:8]. Procedure: 28 g of finely powdered p-nitrophenol were added to 25.6 g of adipic anhydride and the mixture was stirred at room temperature overnight, whereupon the contents of the flask solidified. The mass was melted, whilst stirring, and the melt was dissolved in 350 ml of ethyl acetate. The solution was extracted several times with water and the ethyl acetate was distilled off in vacuo. The residue was recrystallised three times from acetonitrile. Yield: 45.2 g (85% of theory) of melting point 104°-105° ... Starting materials: O (Water), OC1=NC=CC(=N1)C(F)(F)F (2-hydroxy-4-trifluoromethylpyrimidine), BrCCCCCl (1-bromo-4-chlorobutane), C(=O)([O-])[O-].[K+].[K+] (K2CO3). Solvent: CN(C=O)C (N,N-dimethylformamide). Reaction conditions: time 6 hour. Yields the product ClCCCCN1C(N=C(C=C1)C(F)(F)F)=O (1-(4-Chlorobutyl)-4-(trifluoromethyl)pyrimidin-2(1H)-one). Reaction SMILES: [OH:1][C:2]1[N:7]=[C:6]([C:8]([F:11])([F:10])[F:9])[CH:5]=[CH:4][N:3]=1.C([O-])([O-])=O.[K+].[K+].Br[CH2:19][CH2:20][CH2:21][CH2:22][Cl:23].O>CN(C)C=O>[Cl:23][CH2:22][CH2:21][CH2:20][CH2:19][N:3]1[CH:4]=[CH:5][C:6]([C:8]([F:11])([F:9])[F:10])=[N:7][C:2]1=[O:1] |f:1.2.3|. Procedure: 4.6 g (28.3 mmol) of 2-hydroxy-4-trifluoromethylpyrimidine were stirred in 60 ml of N,N-dimethylformamide (DMF) and 3.9 g (28.3 mmol) of K2CO3 at room temperature for 1 hour. Then 4.9 g (28.3 mmol) of 1-bromo-4-chlorobutane were added dropwise, and the reaction mixture was stirred at room temperature for 6 hours. Water was then added to the reaction mixture, and the aqueous mixture was extracted with diethyl ether. The aqueous phase was made alkaline by adding NaOH, and the aqueous phase was ext... The reactants are CC(=O)c1c(C)nn2c(C)csc12, Cl. Yields the product Cc1cc2scc(C)n2n1. RXN SMILES: [C:1](=[O:2])([CH3:3])[c:4]1[c:5]([CH3:13])[n:6][n:7]2[c:8]1[s:9][cH:10][c:11]2[CH3:12].[ClH:14]>>[cH:4]1[c:5]([CH3:13])[n:6][n:7]2[c:8]1[s:9][cH:10][c:11]2[CH3:12]. Reactants: CC#N, CCN(C(C)C)C(C)C, COc1cc(Cl)cc(C(C)Nc2cc(F)ccc2S(C)(=O)=O)c1OC, NC1CCNC1. Yields the product COc1cc(Cl)cc(C(C)Nc2cc(N3CCC(N)C3)ccc2S(C)(=O)=O)c1OC. As a reaction SMILES: [CH3:41][C:42]#[N:43].[CH:32]([N:33]([CH2:34][CH3:35])[CH:36]([CH3:37])[CH3:38])([CH3:39])[CH3:40].[Cl:1][c:2]1[cH:3][c:4]([O:24][CH3:25])[c:5]([O:22][CH3:23])[c:6]([CH:8]([CH3:9])[NH:10][c:11]2[c:12]([S:18](=[O:19])(=[O:20])[CH3:21])[cH:13][cH:14][c:15]([F:17])[cH:16]2)[cH:7]1.[NH:26]1[CH2:27][CH:28]([NH2:31])[CH2:29][CH2:30]1>>[Cl:1][c:2]1[cH:3][c:4]([O:24][CH3:25])[c:5]([O:22][CH3:23])[c:6]([CH:8]([CH3:9])[NH:10][c:11]2[c:12]([S:18](=[O:19])(=[O:20])[CH3:21])[cH:13][cH:14][c:15]([N:26]3[CH2:27][CH:28]([NH2:31])[CH2:29][CH2:30]3)[cH:16]2)[cH:7]1. The reactants are C(C1=CC=CC=C1)OCC(=O)N=C=S (2-(Benzyloxy)ethanoyl isothiocyanate), C(C1=CC=CC=C1)OCC(=O)Cl (2-(benzyloxy)ethanoyl chloride), COC=1C=C2C(=CC=NC2=CC1OC)OC1=C(C=C(N)C=C1)F (4-[(6,7-Dimethoxy-4-quinolyl)oxy]-3-fluoroaniline), C1(=CC=CC=C1)C (toluene). Solvent: C(C)O (ethanol), C(C)O (ethanol). Run at time 2 hour. Product: C(C1=CC=CC=C1)OCC(=O)N=C=S (2-(Benzyloxy)ethanoyl isothiocyanate), C(C1=CC=CC=C1)OCC(=O)NC(=S)NC1=CC(=C(C=C1)OC1=CC=NC2=CC(=C(C=C12)OC)OC)F (N-[2-(Benzyloxy)acetyl]-N′-{4-[(6,7-dimethoxy-4-quinolyl)oxy]-3-fluorophenyl}thiourea). Isolated yield 40.0%. RXN SMILES: C(OCC(Cl)=O)C1C=CC=CC=1.[CH2:13]([O:20][CH2:21][C:22]([N:24]=[C:25]=[S:26])=[O:23])[C:14]1[CH:19]=[CH:18][CH:17]=[CH:16][CH:15]=1.[CH3:27][O:28][C:29]1[CH:30]=[C:31]2[C:36](=[CH:37][C:38]=1[O:39][CH3:40])[N:35]=[CH:34][CH:33]=[C:32]2[O:41][C:42]1[CH:48]=[CH:47][C:45]([NH2:46])=[CH:44][C:43]=1[F:49].C1(C)C=CC=CC=1>C(O)C>[CH2:13]([O:20][CH2:21][C:22]([N:24]=[C:25]=[S:26])=[O:23])[C:14]1[CH:19]=[CH:18][CH:17]=[CH:16][CH:15]=1.[CH2:13]([O:20][CH2:21][C:22]([NH:24][C:25]([NH:46][C:45]1[CH:47]=[CH:48][C:42]([O:41][C:32]2[C:31]3[C:36](=[CH:37][C:38]([O:39][CH3:40])=[C:29]([O:28][CH3:27])[CH:30]=3)[N:35]=[CH:34][CH:33]=2)=[C:43]([F:49])[CH:44]=1)=[S:26])=[O:23])[C:14]1[CH:19]=[CH:18][CH:17]=[CH:16][CH:15]=1. Procedure details: 2-(Benzyloxy)ethanoyl isothiocyanate was prepared using commercially available 2-(benzyloxy)ethanoyl chloride (80 mg) as a starting compound according to the description of the literature. 2-(Benzyloxy)ethanoyl isothiocyanate was dissolved in ethanol (1 ml) to prepare a solution. 4-[(6,7-Dimethoxy-4-quinolyl)oxy]-3-fluoroaniline (50 mg), toluene (5 ml), and ethanol (1 ml) were added to the solution, and the mixture was stirred at room temperature for 2 hr. The reaction solution was concentrated,... Reactants: C(C=C)[C@@]1(C(N[C@@H]([C@H](C1)C1=CC(=CC=C1)Cl)C1=CC=C(C=C1)Cl)=O)C ((3S,5R,6S)-3-allyl-5-(3-chlorophenyl)-6-(4-chlorophenyl)-3-methylpiperidin-2-one), BrC(C(=O)OCC)C1CC1 (Ethyl 2-bromo-2-cyclopropylacetate). Yields the product C(C=C)[C@@]1(C(N([C@@H]([C@H](C1)C1=CC(=CC=C1)Cl)C1=CC=C(C=C1)Cl)C(C(=O)OCC)C1CC1)=O)C (Ethyl 2-((3S,5R,6S)-3-allyl-5-(3-chlorophenyl)-6-(4-chlorophenyl)-3-methyl-2-oxopiperidin-1-yl)-2-cyclopropylacetate). RXN SMILES: [CH2:1]([C@@:4]1([CH3:25])[CH2:9][C@H:8]([C:10]2[CH:15]=[CH:14][CH:13]=[C:12]([Cl:16])[CH:11]=2)[C@@H:7]([C:17]2[CH:22]=[CH:21][C:20]([Cl:23])=[CH:19][CH:18]=2)[NH:6][C:5]1=[O:24])[CH:2]=[CH2:3].Br[CH:27]([CH:33]1[CH2:35][CH2:34]1)[C:28]([O:30][CH2:31][CH3:32])=[O:29]>>[CH2:1]([C@@:4]1([CH3:25])[CH2:9][C@H:8]([C:10]2[CH:15]=[CH:14][CH:13]=[C:12]([Cl:16])[CH:11]=2)[C@@H:7]([C:17]2[CH:22]=[CH:21][C:20]([Cl:23])=[CH:19][CH:18]=2)[N:6]([CH:27]([CH:33]2[CH2:35][CH2:34]2)[C:28]([O:30][CH2:31][CH3:32])=[O:29])[C:5]1=[O:24])[CH:2]=[CH2:3]. Reported procedure: Coupling of (3S,5R,6S)-3-allyl-5-(3-chlorophenyl)-6-(4-chlorophenyl)-3-methylpiperidin-2-one (Example 71, Step D) and ethyl 2-bromo-2-cyclopropylacetate (Example 249, Step A) using the procedure as described in Example 9, step A afforded the title compound as a mixture of two diastereomers.